The task is: describe an organic reaction: reactants, conditions, products, and yield. This data is from the Open Reaction Database (ORD), a public repository of structured organic reaction records. Procedure: 10.1 g (26 mmol) 5-benzyloxy-8-(2-ethoxy-2-hydroxy-acetyl)-2,2-dimethyl-4H-benzo[1,4]oxazin-3-one and 4 g (22 mmol) 2-(4-methoxy-phenyl)-1,1-dimethyl-ethylamine are stirred in 100 ml of ethanol for 2 hours at 60 to 70° C. After some of the solvent has been distilled off a solid is precipitated out during cooling, and this is suction filtered and washed with ethanol and diethyl ether. As a reaction SMILES: [CH2:1]([O:8][C:9]1[C:14]2[NH:15][C:16](=[O:21])[C:17]([CH3:20])([CH3:19])[O:18][C:13]=2[C:12]([C:22](=[O:28])[CH:23](OCC)O)=[CH:11][CH:10]=1)[C:2]1[CH:7]=[CH:6][CH:5]=[CH:4][CH:3]=1.[CH3:29][O:30][C:31]1[CH:36]=[CH:35][C:34]([CH2:37][C:38]([NH2:41])([CH3:40])[CH3:39])=[CH:33][CH:32]=1>C(O)C>[CH2:1]([O:8][C:9]1[C:14]2[NH:15][C:16](=[O:21])[C:17]([CH3:20])([CH3:19])[O:18][C:13]=2[C:12]([CH:22]([OH:28])[CH:23]=[N:41][C:38]([CH3:39])([CH3:40])[CH2:37][C:34]2[CH:35]=[CH:36][C:31]([O:30][CH3:29])=[CH:32][CH:33]=2)=[CH:11][CH:10]=1)[C:2]1[CH:3]=[CH:4][CH:5]=[CH:6][CH:7]=1. Yields the product C(C1=CC=CC=C1)OC1=CC=C(C2=C1NC(C(O2)(C)C)=O)C(C=NC(CC2=CC=C(C=C2)OC)(C)C)O (5-benzyloxy-8-{1-hydroxy-2-[2-(4-methoxy-phenyl)-1,1-dimethyl-ethylimino]-ethyl}-2,2-dimethyl-4H-benzo[1,4]oxazin-3-one). The reactants are C(C1=CC=CC=C1)OC1=CC=C(C2=C1NC(C(O2)(C)C)=O)C(C(O)OCC)=O (5-benzyloxy-8-(2-ethoxy-2-hydroxy-acetyl)-2,2-dimethyl-4H-benzo[1,4]oxazin-3-one), COC1=CC=C(C=C1)CC(C)(C)N (2-(4-methoxy-phenyl)-1,1-dimethyl-ethylamine). Solvent: C(C)O (ethanol). The reactants are O=CCBr, CC=CCCCN, CO, [Na+], [OH-]. The product is CC=CCCCNCC=O. As a reaction SMILES: [Br:8][CH2:9][CH:10]=[O:11].[CH2:1]([CH2:2][CH2:3][CH:4]=[CH:5][CH3:6])[NH2:7].[CH3:14][OH:15].[Na+:13].[OH-:12]>>[CH2:1]([CH2:2][CH2:3][CH:4]=[CH:5][CH3:6])[NH:7][CH2:9][CH:10]=[O:11]. The reactants are [H-].[Na+] (sodium hydride), CN1N=C(C(=C1Cl)C(=O)N1N=CC=C1)Cl (1-(1-methyl-3,5-dichloropyrazole-4-carbonyl)pyrazole), O (water), C(#N)CN1N=C(C=C1)C1=C(C=CC=C1F)F (1-cyanomethyl-3-(2,6-difluorophenyl)pyrazole). Run in C1CCOC1 (THF), C1CCOC1 (THF), C1CCOC1 (THF). Run at time 30 minute. Yields the product FC1=C(C(=CC=C1)F)C1=NN(C=C1)C(C#N)=C(O)C=1C(=NN(C1Cl)C)Cl (2-{3-(2,6-difluorophenyl)pyrazol-1-yl}-3-(1-methyl-3,5-dichloropyrazol-4-yl)-3-hydroxyacrylonitrile). Yield: 57.5%. RXN SMILES: [C:1]([CH2:3][N:4]1[CH:8]=[CH:7][C:6]([C:9]2[C:14]([F:15])=[CH:13][CH:12]=[CH:11][C:10]=2[F:16])=[N:5]1)#[N:2].[H-].[Na+].[CH3:19][N:20]1[C:24]([Cl:25])=[C:23]([C:26](N2C=CC=N2)=[O:27])[C:22]([Cl:33])=[N:21]1.O>C1COCC1>[F:15][C:14]1[CH:13]=[CH:12][CH:11]=[C:10]([F:16])[C:9]=1[C:6]1[CH:7]=[CH:8][N:4]([C:3](=[C:26]([C:23]2[C:22]([Cl:33])=[N:21][N:20]([CH3:19])[C:24]=2[Cl:25])[OH:27])[C:1]#[N:2])[N:5]=1 |f:1.2|. Procedure details: A solution of 0.5 g of 1-cyanomethyl-3-(2,6-difluorophenyl)pyrazole dissolved in 10 ml of THF was dropwise added to a suspension of 0.15 g of 55% sodium hydride in 10 ml of THF, at 50° C. After the resulting product was stirred for 30 minutes, a solution of 0.67 g of 1-(1-methyl-3,5-dichloropyrazole-4-carbonyl)pyrazole dissolved in 10 ml of THF was dropwise added thereto at 50° C. and then stirred overnight at room temperature. The reaction mixture was poured into water, then extracted with ethy... Starting materials: CC(C)CCNC1CCN(C(=O)OC(C)(C)C)CC1, CC(=O)O[BH-](OC(C)=O)OC(C)=O, CCOC(C)=O, ClCCl, [Na+], O=Cc1nccs1. Product: CC(C)CCN(Cc1nccs1)C1CCN(C(=O)OC(C)(C)C)CC1. As a reaction SMILES: [C:15]([CH3:16])([CH3:17])([CH3:18])[O:19][C:20](=[O:21])[N:22]1[CH2:23][CH2:24][CH:25]([NH:28][CH2:29][CH2:30][CH:31]([CH3:32])[CH3:33])[CH2:26][CH2:27]1.[C:1]([O:2][BH-:3]([O:4][C:5](=[O:6])[CH3:7])[O:8][C:9](=[O:10])[CH3:11])(=[O:12])[CH3:13].[CH3:44][CH2:45][O:46][C:47](=[O:48])[CH3:49].[Cl:41][CH2:42][Cl:43].[Na+:14].[s:34]1[c:35]([CH:39]=[O:40])[n:36][cH:37][cH:38]1>>[C:15]([CH3:16])([CH3:17])([CH3:18])[O:19][C:20](=[O:21])[N:22]1[CH2:23][CH2:24][CH:25]([N:28]([CH2:29][CH2:30][CH:31]([CH3:32])[CH3:33])[CH2:39][c:35]2[s:34][cH:38][cH:37][n:36]2)[CH2:26][CH2:27]1. The reactants are CC=1C=C(C=C2C=CC(NC12)=O)N1C(=NC(=C1)C)C (8-methyl-6-(2,4-dimethylimidazol-1-yl)-2-(1H)-quinolone), [N+](=O)(O)[O-] (nitric acid), C([O-])([O-])=O.[Na+].[Na+] (sodium carbonate). The solvent is S(O)(O)(=O)=O (sulphuric acid). Conditions: time 1 hour. Yields the product CC=1C=C(C=C2C=CC(NC12)=O)N1C(=NC(=C1[N+](=O)[O-])C)C (8-methyl-6-(2,4-dimethyl-5-nitro-imidazol-1-yl)-2-(1H)-quinolone). As a reaction SMILES: [CH3:1][C:2]1[CH:3]=[C:4]([N:13]2[CH:17]=[C:16]([CH3:18])[N:15]=[C:14]2[CH3:19])[CH:5]=[C:6]2[C:11]=1[NH:10][C:9](=[O:12])[CH:8]=[CH:7]2.[N+:20]([O-])([OH:22])=[O:21].C(=O)([O-])[O-].[Na+].[Na+]>S(=O)(=O)(O)O>[CH3:1][C:2]1[CH:3]=[C:4]([N:13]2[C:17]([N+:20]([O-:22])=[O:21])=[C:16]([CH3:18])[N:15]=[C:14]2[CH3:19])[CH:5]=[C:6]2[C:11]=1[NH:10][C:9](=[O:12])[CH:8]=[CH:7]2 |f:2.3.4|. Procedure details: To a stirred solution of 8-methyl-6-(2,4-dimethylimidazol-1-yl)-2-(1H)-quinolone (0.5 g) in concentrated sulphuric acid (4 cm3) at 0° was added concentrated nitric acid (1 cm3). The mixture was stirred for 1 hour, poured carefully onto ice (100 g), and the solution basified to pH8 with solid sodium carbonate. The resulting suspension was extracted with dichloromethane (3×100 cm3) and the combined organic phases were dried (MgSO4), filtered, and evaporated to yield a foam which was triturated wit... The reactants are Cl (hydrochloric acid), O (water), C(C)OC(CC1CCN(CC1)CCCN1C2=C(CCC3=C1C=CC=C3)C=CC=C2)=O (1-(3-(10,11-dihydro-5H-dibenz[b,f]azepin-5-yl)-1-propyl)-4-piperidineacetic acid ethyl ester). Run in C(C)O (ethanol). Conditions: time 2.5 hour. Product: Cl.C1=CC=CC=2N(C3=C(CCC21)C=CC=C3)CCCN3CCC(CC3)CC(=O)O (1-(3-(10,11-Dihydro-5H-dibenz[b,f]azepin-5-yl)-1-propyl)4-piperidineacetic acid hydrochloride). Reaction SMILES: C([O:3][C:4](=[O:30])[CH2:5][CH:6]1[CH2:11][CH2:10][N:9]([CH2:12][CH2:13][CH2:14][N:15]2[C:21]3[CH:22]=[CH:23][CH:24]=[CH:25][C:20]=3[CH2:19][CH2:18][C:17]3[CH:26]=[CH:27][CH:28]=[CH:29][C:16]2=3)[CH2:8][CH2:7]1)C.[ClH:31].O>C(O)C>[ClH:31].[CH:26]1[C:17]2[CH2:18][CH2:19][C:20]3[CH:25]=[CH:24][CH:23]=[CH:22][C:21]=3[N:15]([CH2:14][CH2:13][CH2:12][N:9]3[CH2:8][CH2:7][CH:6]([CH2:5][C:4]([OH:30])=[O:3])[CH2:11][CH2:10]3)[C:16]=2[CH:29]=[CH:28][CH:27]=1 |f:4.5|. Procedure details: To a solution of the above ester (0.6 g, 0.0015 mol) in ethanol (5 ml) 4 N sodium hydroxide (0.8 ml) was added and the mixture was stirred at room temperature for 2.5 h and then left in a freezer overnight. The cold reaction mixture was allowed to warm to room temperature during 1 h, and 4 N hydrochloric acid (1.2 ml) and water (10 ml) were added. The mixture was extracted with dichloromethane (2×100 ml). The combined organic extracts were dried (MgSO4) and the solvent was evaporated in vacuo. T...